From a dataset of the Open Reaction Database (ORD), a public repository of structured organic reaction records. describe an organic reaction: reactants, conditions, products, and yield The reactants are C(CC(=O)OCC)(=O)OCC (diethyl malonate), N1CCCCC1 (piperidine), NC1=NC(=CC(=C1C=O)C1CN(CCC1)C(=O)OC(C)(C)C)C1=C(C=CC=C1)O (tert-butyl 3-[2-amino-3-formyl-6-(2-hydroxyphenyl)4-pyridinyl]-1-piperidinecarboxylate). Run in C(C)O (ethanol), C(C)O (ethanol). Product: C(C)(C)(C)OC(=O)N1CC(CCC1)C1=C2C=C(C(NC2=NC(=C1)C1=C(C=CC=C1)O)=O)C(=O)OCC (ethyl 5-[1-(tert-butoxycarbonyl)-3-piperidinyl]-7-(2-hydroxyphenyl)-2-oxo-1,2-dihydro-1,8-naphthyridine-3-carboxylate). Yield: 70.5%. RXN SMILES: [NH2:1][C:2]1[C:7]([CH:8]=O)=[C:6]([CH:10]2[CH2:15][CH2:14][CH2:13][N:12]([C:16]([O:18][C:19]([CH3:22])([CH3:21])[CH3:20])=[O:17])[CH2:11]2)[CH:5]=[C:4]([C:23]2[CH:28]=[CH:27][CH:26]=[CH:25][C:24]=2[OH:29])[N:3]=1.[C:30](OCC)(=[O:37])[CH2:31][C:32]([O:34][CH2:35][CH3:36])=[O:33].N1CCCCC1>C(O)C>[C:19]([O:18][C:16]([N:12]1[CH2:13][CH2:14][CH2:15][CH:10]([C:6]2[CH:5]=[C:4]([C:23]3[CH:28]=[CH:27][CH:26]=[CH:25][C:24]=3[OH:29])[N:3]=[C:2]3[C:7]=2[CH:8]=[C:31]([C:32]([O:34][CH2:35][CH3:36])=[O:33])[C:30](=[O:37])[NH:1]3)[CH2:11]1)=[O:17])([CH3:21])([CH3:22])[CH3:20]. Procedure: To a suspension of tert-butyl 3-[2-amino-3-formyl-6-(2-hydroxyphenyl)4-pyridinyl]-1-piperidinecarboxylate (0.86 g, 2.16 mmol) in ethanol (25 mL) were added diethyl malonate (6.93 g, 43.27 mmol) and piperidine (2.14 mL, 21.64 mmol) and, and the mixture was heated at reflux overnight. The mixture was allowed to cool to room temperature, and then diluted with ethanol. The resulting precipitate was collected by filtration, washed with ethanol and dried under reduced pressure to give ethyl 5-[1-(tert... Reaction conditions: time 8 hour. Reactants: C(C)(C)(C)OC(=O)N1CCN(CC1)C1=NC=2N(C(N(C(C2N1CC#CC)=O)COC(C(C)(C)C)=O)=O)COC(C(C)(C)C)=O (4-[7-(2-Butynyl)-1,3-bis-(2,2-dimethylpropionyloxymethyl)-2,6-dioxo-2,3,6,7-tetrahydro-1H-purin-8-yl]piperazine-1-carboxylic acid tert-butyl ester). Procedure: 4-[7-(2-Butynyl)-1,3-bis-(2,2-dimethylpropionyloxymethyl)-2,6-dioxo-2,3,6,7-tetrahydro-1H-purin-8-yl]piperazine-1-carboxylic acid tert-butyl ester (0.63 g) was dissolved in a solvent mixture of tetrahydrofuran (4 ml) and methanol (2 ml), and diazabicyclo[5.4.0]undecene (0.18 ml) was added to the solution. The mixture was stirred at room temperature overnight. The reaction mixture was concentrated, and the residue was purified by silica gel column chromatography to give 0.29 g of the title compou... The solvent is O1CCCC1 (tetrahydrofuran), CO (methanol), C12=NNCCCC2CCCC1 (diazabicyclo[5.4.0]undecene). The yield is 56.5%. The product is C(C)(C)(C)OC(=O)N1CCN(CC1)C1=NC=2NC(N(C(C2N1CC#CC)=O)COC(C(C)(C)C)=O)=O (4-[7-(2-Butynyl)-1-(2,2-dimethylpropionyloxymethyl)-2,6-dioxo-2,3,6,7-tetrahydro-1H-purin-8-yl]piperazine-1-carboxylic acid tert-butyl ester). As a reaction SMILES: [C:1]([O:5][C:6]([N:8]1[CH2:13][CH2:12][N:11]([C:14]2[N:22]([CH2:23][C:24]#[C:25][CH3:26])[C:21]3[C:20](=[O:27])[N:19]([CH2:28][O:29][C:30](=[O:35])[C:31]([CH3:34])([CH3:33])[CH3:32])[C:18](=[O:36])[N:17](COC(=O)C(C)(C)C)[C:16]=3[N:15]=2)[CH2:10][CH2:9]1)=[O:7])([CH3:4])([CH3:3])[CH3:2]>O1CCCC1.CO.C12CCCCC1CCCNN=2>[C:1]([O:5][C:6]([N:8]1[CH2:13][CH2:12][N:11]([C:14]2[N:22]([CH2:23][C:24]#[C:25][CH3:26])[C:21]3[C:20](=[O:27])[N:19]([CH2:28][O:29][C:30](=[O:35])[C:31]([CH3:34])([CH3:33])[CH3:32])[C:18](=[O:36])[NH:17][C:16]=3[N:15]=2)[CH2:10][CH2:9]1)=[O:7])([CH3:3])([CH3:2])[CH3:4]. Starting materials: COC(CC=1C=C(C(=CC1)OC)C1=C(C=C(C=C1)C(F)(F)F)C=O)=O ((2′-formyl-6-methoxy-4′-trifluoromethyl-biphenyl-3-yl)-acetic acid methyl ester), C(C(C)(C)C)N (neopentylamine). Yields the product COC(CC=1C=C(C(=CC1)OC)C1=C(C=C(C=C1)C(F)(F)F)CNCC(C)(C)C)=O ({2′-[(2,2-Dimethyl-propylamino)-methyl]-6-methoxy-4′-trifluoromethyl-biphenyl-3-yl}-acetic acid methyl ester). RXN SMILES: [CH3:1][O:2][C:3](=[O:25])[CH2:4][C:5]1[CH:6]=[C:7]([C:13]2[CH:18]=[CH:17][C:16]([C:19]([F:22])([F:21])[F:20])=[CH:15][C:14]=2[CH:23]=O)[C:8]([O:11][CH3:12])=[CH:9][CH:10]=1.[CH2:26]([NH2:31])[C:27]([CH3:30])([CH3:29])[CH3:28]>>[CH3:1][O:2][C:3](=[O:25])[CH2:4][C:5]1[CH:6]=[C:7]([C:13]2[CH:18]=[CH:17][C:16]([C:19]([F:22])([F:20])[F:21])=[CH:15][C:14]=2[CH2:23][NH:31][CH2:26][C:27]([CH3:30])([CH3:29])[CH3:28])[C:8]([O:11][CH3:12])=[CH:9][CH:10]=1. Reported procedure: Prepared according to the procedure described in Example 1, Step 5, using the following starting materials: (2′-formyl-6-methoxy-4′-trifluoromethyl-biphenyl-3-yl)-acetic acid methyl ester and neopentylamine. Reactants: [Br-].C1(=CC=CC=C1)[PH+](C1=CC=CC=C1)C1=CC=CC=C1 (triphenylphosphonium bromide), C(C)(C)(C)OC(N(C)C[C@@H]1CC[C@H](CC1)C=O)=O (trans-(4-formyl-cyclohexylmethyl)-methyl-carbamic acid tert-butyl ester), C([O-])([O-])=O.[K+].[K+] (potassium carbonate). Solvent: CC(C)(CC)O (2-methyl-2-butanol). Conditions: temperature 100 celsius, time 2 hour. Product: C(C)(C)(C)OC(NC)=O (methyl-carbamic acid tert-butyl ester). Reaction SMILES: [Br-].C1([PH+](C2C=CC=CC=2)C2C=CC=CC=2)C=CC=CC=1.[C:21]([O:25][C:26](=[O:38])[N:27](C[C@H]1CC[C@H](C=O)CC1)[CH3:28])([CH3:24])([CH3:23])[CH3:22].C(=O)([O-])[O-].[K+].[K+]>CC(O)(CC)C>[C:21]([O:25][C:26](=[O:38])[NH:27][CH3:28])([CH3:24])([CH3:23])[CH3:22] |f:0.1,3.4.5|. Reported procedure: 0.700 g (1.42 mmol) of 3-benzyloxypropyl)triphenylphosphonium bromide, 0.305 g (1.18 mmol) of trans-(4-formyl-cyclohexylmethyl)-methyl-carbamic acid tert-butyl ester (example 1.2) and 0.662 g of finely milled potassium carbonate were suspended in 10.0 ml of 2-methyl-2-butanol and the reaction mixture intensively stirred at 100° C. for 2 hours. It was then evaporated, poured into 50 ml of an ice/water mixture and extracted 3 times with 50 ml of ethylacetate. The combined ethylacetate phases were ... Starting materials: ClC1=NC(=NC=N1)NC1=CC(=CC=C1)CS(=O)(=O)C (4-chloro-N-{3-[(methylsulfonyl)methyl]phenyl}-1,3,5-triazin-2-amine), FC1=CC(=C(C=C1)B(O)O)OC(C)C ([4-fluoro-2-(propan-2-yloxy)phenyl]boronic acid). Reaction SMILES: Cl[C:2]1[N:7]=[CH:6][N:5]=[C:4]([NH:8][C:9]2[CH:14]=[CH:13][CH:12]=[C:11]([CH2:15][S:16]([CH3:19])(=[O:18])=[O:17])[CH:10]=2)[N:3]=1.[F:20][C:21]1[CH:26]=[CH:25][C:24](B(O)O)=[C:23]([O:30][CH:31]([CH3:33])[CH3:32])[CH:22]=1>>[F:20][C:21]1[CH:26]=[CH:25][C:24]([C:2]2[N:7]=[CH:6][N:5]=[C:4]([NH:8][C:9]3[CH:14]=[CH:13][CH:12]=[C:11]([CH2:15][S:16]([CH3:19])(=[O:18])=[O:17])[CH:10]=3)[N:3]=2)=[C:23]([O:30][CH:31]([CH3:33])[CH3:32])[CH:22]=1. Yields the product FC1=CC(=C(C=C1)C1=NC(=NC=N1)NC1=CC(=CC=C1)CS(=O)(=O)C)OC(C)C (4-[4-Fluoro-2-(propan-2-yloxy)phenyl]-N-{3-[(methylsulfonyl)methyl]phenyl}-1,3,5-triazin-2-amine). Procedure: Example 5 was prepared under similar conditions as described in the preparation of Example 1 using crude 4-chloro-N-{3-[(methylsulfonyl)methyl]phenyl}-1,3,5-triazin-2-amine and [4-fluoro-2-(propan-2-yloxy)phenyl]boronic acid (Aldrich Chemical Company Inc.). The batch was purified by preparative HPLC. The reactants are CC=Cc1cnn(C)c1-c1cc(C(=O)OC)sc1C, CO, [OH-], [OH-], [Pd+2]. Product: CCCc1cnn(C)c1-c1cc(C(=O)OC)sc1C. As a reaction SMILES: [CH3:1][c:2]1[c:3](-[c:11]2[c:12]([CH:17]=[CH:18][CH3:19])[cH:13][n:14][n:15]2[CH3:16])[cH:4][c:5]([C:7](=[O:8])[O:9][CH3:10])[s:6]1.[CH3:20][OH:21].[OH-:22].[OH-:23].[Pd+2:24]>>[CH3:1][c:2]1[c:3](-[c:11]2[c:12]([CH2:17][CH2:18][CH3:19])[cH:13][n:14][n:15]2[CH3:16])[cH:4][c:5]([C:7](=[O:8])[O:9][CH3:10])[s:6]1. The reactants are ClC=1C(=CC(=C(C(=O)O)C1)OC)N(C)C (5-chloro-4-dimethylamino-2-methoxybenzoic acid), NC1CN(CC1)CC1=CC=CC=C1 (3-amino-1-benzylpyrrolidine). The product is C(C1=CC=CC=C1)N1CC(CC1)NC(C1=C(C=C(C(=C1)Cl)N(C)C)OC)=O (N-(1-benzyl-3-pyrrolidinyl)-5-chloro-4-dimethylamino-2-methoxybenzamide). Reaction SMILES: [Cl:1][C:2]1[C:3]([N:13]([CH3:15])[CH3:14])=[CH:4][C:5]([O:11][CH3:12])=[C:6]([CH:10]=1)[C:7]([OH:9])=O.[NH2:16][CH:17]1[CH2:21][CH2:20][N:19]([CH2:22][C:23]2[CH:28]=[CH:27][CH:26]=[CH:25][CH:24]=2)[CH2:18]1>>[CH2:22]([N:19]1[CH2:20][CH2:21][CH:17]([NH:16][C:7](=[O:9])[C:6]2[CH:10]=[C:2]([Cl:1])[C:3]([N:13]([CH3:15])[CH3:14])=[CH:4][C:5]=2[O:11][CH3:12])[CH2:18]1)[C:23]1[CH:24]=[CH:25][CH:26]=[CH:27][CH:28]=1. Procedure: By following general method A using 0.85 g. of 5-chloro-4-dimethylamino-2-methoxybenzoic acid and 0.65 g. of 3-amino-1-benzylpyrrolidine, 0.8 g. of N-(1-benzyl-3-pyrrolidinyl)-5-chloro-4-dimethylamino-2-methoxybenzamide was obtained.